Dataset: the Open Reaction Database (ORD), a public repository of structured organic reaction records. Task: describe an organic reaction: reactants, conditions, products, and yield Starting materials: CC(=O)O, Cl, O=N[O-], CCCN(CCC)C(=O)c1cc(N)cc(C(=O)OC)c1, [Na+], O=S=O, O. Yields the product CCCN(CCC)C(=O)c1cc(C(=O)OC)cc(S(=O)(=O)Cl)c1. As a reaction SMILES: [CH3:30][C:31](=[O:32])[OH:33].[ClH:21].[N:22]([O-:23])=[O:24].[NH2:1][c:2]1[cH:3][c:4]([C:5](=[O:6])[O:7][CH3:8])[cH:9][c:10]([C:12](=[O:13])[N:14]([CH2:15][CH2:16][CH3:17])[CH2:18][CH2:19][CH3:20])[cH:11]1.[Na+:25].[O:26]=[S:27]=[O:28].[OH2:29]>>[c:2]1([S:27]([Cl:21])(=[O:26])=[O:28])[cH:3][c:4]([C:5](=[O:6])[O:7][CH3:8])[cH:9][c:10]([C:12](=[O:13])[N:14]([CH2:15][CH2:16][CH3:17])[CH2:18][CH2:19][CH3:20])[cH:11]1. Reported procedure: Following the procedure for the preparation of 2-{2-[4-(4-Pyridin-4-yl-2H-pyrazol-3-yl)-phenyl]-ethyl}-quinoline but substituting methyl hydrazine and 2-(2-Chloro-pyridin-4-yl)-1-[4-(quinolin-2-ylmethoxy)-phenyl]-ethanone provided the title compound. 1H NMR (400 MHz, CDCl3) δ 8.19 (m, 2H), 8.07 (d, J=8.3 Hz, 1H), 7.83 (d, J=8.3 Hz, 1H), 7.74 (t, J=8.3 Hz, 1H), 7.67 (d, J=8.3 Hz, 1H), 7.58 (s, 1H), 7.55 (t, J=8.3 Hz, 1H), 7.36 (d, J=8.7 Hz, 2H), 7.20 (s, 1H), 7.03 (m, 3H), 5.40 (s, 2H) 3.95 (s, 3... Reaction SMILES: N1C=CC(C2[CH:11]=[N:10][NH:9]C=2C2C=CC(CCC3C=CC4C(=CC=CC=4)N=3)=CC=2)=CC=1.[CH3:30]NN.[Cl:33][C:34]1[CH:39]=[C:38]([CH2:40][C:41]([C:43]2[CH:48]=[CH:47][C:46]([O:49][CH2:50][C:51]3[CH:60]=[CH:59][C:58]4[C:53](=[CH:54][CH:55]=[CH:56][CH:57]=4)[N:52]=3)=[CH:45][CH:44]=2)=O)[CH:37]=[CH:36][N:35]=1>>[Cl:33][C:34]1[CH:39]=[C:38]([C:40]2[C:41]([C:43]3[CH:48]=[CH:47][C:46]([O:49][CH2:50][C:51]4[CH:60]=[CH:59][C:58]5[C:53](=[CH:54][CH:55]=[CH:56][CH:57]=5)[N:52]=4)=[CH:45][CH:44]=3)=[N:9][N:10]([CH3:11])[CH:30]=2)[CH:37]=[CH:36][N:35]=1. The reactants are N1=CC=C(C=C1)C1=C(NN=C1)C1=CC=C(C=C1)CCC1=NC2=CC=CC=C2C=C1 (2-{2-[4-(4-Pyridin-4-yl-2H-pyrazol-3-yl)-phenyl]-ethyl}-quinoline), CNN (methyl hydrazine), ClC1=NC=CC(=C1)CC(=O)C1=CC=C(C=C1)OCC1=NC2=CC=CC=C2C=C1 (2-(2-Chloro-pyridin-4-yl)-1-[4-(quinolin-2-ylmethoxy)-phenyl]-ethanone). The product is ClC1=NC=CC(=C1)C=1C(=NN(C1)C)C1=CC=C(OCC2=NC3=CC=CC=C3C=C2)C=C1 (2-{4-[4-(2-Chloro-pyridin-4-yl)-1-methyl-1H-pyrazol-3-yl]-phenoxymethyl}-quinoline). Starting materials: ( 100 ), Cl.OC(CNC(CC1=CC=C(C=C1)OC)(C)C)COC1=CC=C(C=C1)C(C)(C)C (N-[2-Hydroxy-3-(4-t-butylphenoxy)propyl]-1,1-dimethyl-2-(4-methoxyphenyl)ethylamine Hydrochloride), Cl.OC(CNC(CC1=CC=C(C=C1)OC)(C)C)COC1=CC=C(C=C1)Cl (N-[2-Hydroxy-3-(4-chlorophenoxy)propyl]-1,1-dimethyl-2-(4-methoxypheny)ethylamine Hydrochloride), Cl.OC(CNC(CC1=CC=C(C=C1)OC)(C)C)COC1=CC=C(C=C1)Cl (N-[2-Hydroxy-3-(4-chlorophenoxy)propyl]-1,1-dimethyl-2-(4-methoxypheny)ethylamine Hydrochloride), Cl.O[C@@H](CNC(CC1=CC=C(C=C1)OC)(C)C)COC1=CC=C(C=C1)C(C)(C)C ((S)-N-[2-Hydroxy-3-(4-t-butylphenoxy)propyl]-1,1-dimethyl-2-(4-methoxyphenyl)ethylamine Hydrochloride), Cl.OC(CNC(CC1=CC=C(C=C1)OC)(C)C)COC1=CC=C(C=C1)C(C)(C)C (N-[2-Hydroxy-3-(4-t-butylphenoxy)propyl]-1,1-dimethyl-2-(4-methoxyphenyl)ethylamine Hydrochloride). Product: Cl.OC(CNC(CC1=CC=C(C=C1)OC)(C)C)COC1=CC(=CC=C1)CC (N-[2-Hydroxy-3-(3-ethylphenoxy)propyl]-1,1-dimethyl-2-(4-methoxyphenyl)ethylamine Hydrochloride). RXN SMILES: Cl.[OH:2][CH:3]([CH2:18][O:19][C:20]1[CH:25]=[CH:24][C:23]([Cl:26])=[CH:22][CH:21]=1)[CH2:4][NH:5][C:6]([CH3:17])([CH3:16])[CH2:7][C:8]1[CH:13]=[CH:12][C:11]([O:14][CH3:15])=[CH:10][CH:9]=1.Cl.O[C@H:29](COC1C=CC(C(C)(C)C)=CC=1)[CH2:30]NC(C)(C)CC1C=CC(OC)=CC=1.Cl.OC(COC1C=CC(C(C)(C)C)=CC=1)CNC(C)(C)CC1C=CC(OC)=CC=1>>[ClH:26].[OH:2][CH:3]([CH2:18][O:19][C:20]1[CH:25]=[CH:24][CH:23]=[C:22]([CH2:29][CH3:30])[CH:21]=1)[CH2:4][NH:5][C:6]([CH3:17])([CH3:16])[CH2:7][C:8]1[CH:13]=[CH:12][C:11]([O:14][CH3:15])=[CH:10][CH:9]=1 |f:0.1,2.3,4.5,6.7|. Procedure: GC/EI-MS, m/z (rel. int.) 342 (M-15,.6), 237(16), 236 (100), 163 (5), 121 (21), 114 (6), 105 (5), 90 (6). The reactants are N[C@H](C(=O)O)CCC(=O)N[C@@H](CS)C(=O)NCC(=O)O (glutathione), C[C@H]1[C@H]([C@H](C[C@@H](O1)O[C@H]2C[C@@](CC=3C2=C(C4=C(C3O)C(=O)C5=CC=CC(=C5C4=O)OC)O)(C(=O)CO)O)N)O (doxorubicin). The solvent is O.[Na+].[Cl-] (normal saline), O.[Na+].[Cl-] (normal saline). Conditions: time 30 minute. Product: C(CC(=O)N[C@@H](CS)C(=O)NCC(=O)O)[C@@H](C(=O)O)N.C[C@H]1[C@H]([C@H](C[C@@H](O1)O[C@H]2C[C@@](CC=3C2=C(C4=C(C3O)C(=O)C5=CC=CC(=C5C4=O)OC)O)(C(=O)CO)O)N)O (GSH doxorubicin). Reaction SMILES: [NH2:1][C@@H:2]([CH2:6][CH2:7][C:8]([NH:10][C@H:11]([C:14]([NH:16][CH2:17][C:18]([OH:20])=[O:19])=[O:15])[CH2:12][SH:13])=[O:9])[C:3]([OH:5])=[O:4].[CH3:21][C@@H:22]1[O:27][C@@H:26]([O:28][C@@H:29]2[C:34]3=[C:35]([OH:52])[C:36]4[C:48](=[O:49])[C:47]5[C:42](=[CH:43][CH:44]=[CH:45][C:46]=5[O:50][CH3:51])[C:40](=[O:41])[C:37]=4[C:38]([OH:39])=[C:33]3[CH2:32][C@@:31]([OH:57])([C:53]([CH2:55][OH:56])=[O:54])[CH2:30]2)[CH2:25][C@H:24]([NH2:58])[C@@H:23]1[OH:59]>O.[Na+].[Cl-]>[CH2:6]([C@H:2]([NH2:1])[C:3]([OH:5])=[O:4])[CH2:7][C:8]([NH:10][C@H:11]([C:14]([NH:16][CH2:17][C:18]([OH:20])=[O:19])=[O:15])[CH2:12][SH:13])=[O:9].[CH3:21][C@@H:22]1[O:27][C@@H:26]([O:28][C@@H:29]2[C:34]3=[C:35]([OH:52])[C:36]4[C:48](=[O:49])[C:47]5[C:42](=[CH:43][CH:44]=[CH:45][C:46]=5[O:50][CH3:51])[C:40](=[O:41])[C:37]=4[C:38]([OH:39])=[C:33]3[CH2:32][C@@:31]([OH:57])([C:53]([CH2:55][OH:56])=[O:54])[CH2:30]2)[CH2:25][C@H:24]([NH2:58])[C@@H:23]1[OH:59] |f:2.3.4,5.6|. Reported procedure: Six animals were treated i.v. in the morning (10 am.) with glutathione g/kg) dissolved in normal saline (total injected volume 1 ml/kg). After 30 minutes, the same animals were treated i.v. with doxorubicin (3 mg/kg) dissolved in normal saline (total injected volume 1 ml/kg). Reactants: CC(=O)C.OS(=O)(=O)O.O=[Cr](=O)=O (Jones reagent), C(=O)C1=CC=C2C=CC=C(C2=C1)CC1=C(C=C(C(=O)OC)C=C1)OC (methyl 4-(7-formylnaphth-1-yl-methyl)-3-methoxybenzoate). Solvent: CN(C=O)C (dimethylformamide). Run at time 1 hour. The product is C(=O)(O)C1=CC=C2C=CC=C(C2=C1)CC1=C(C=C(C(=O)OC)C=C1)OC (methyl 4-(7-carboxynaphth-1-ylmethyl)-3-methoxybenzoate). Isolated yield 81.0%. As a reaction SMILES: CC(C)=[O:3].OS(O)(=O)=O.O=[Cr](=O)=O.[CH:14]([C:16]1[CH:25]=[C:24]2[C:19]([CH:20]=[CH:21][CH:22]=[C:23]2[CH2:26][C:27]2[CH:36]=[CH:35][C:30]([C:31]([O:33][CH3:34])=[O:32])=[CH:29][C:28]=2[O:37][CH3:38])=[CH:18][CH:17]=1)=[O:15]>CN(C)C=O>[C:14]([C:16]1[CH:25]=[C:24]2[C:19]([CH:20]=[CH:21][CH:22]=[C:23]2[CH2:26][C:27]2[CH:36]=[CH:35][C:30]([C:31]([O:33][CH3:34])=[O:32])=[CH:29][C:28]=2[O:37][CH3:38])=[CH:18][CH:17]=1)([OH:3])=[O:15] |f:0.1.2|. Procedure details: A solution of Jones reagent (1.53 ml) [prepared from 26.72 g chromium trioxide in 23 ml concentrated sulfuric acid, diluted with water to 100 ml] was added to a solution of methyl 4-(7-formylnaphth-1-yl-methyl)-3-methoxybenzoate (409 mg) in dimethylformamide (12 ml, distilled over CaH2). The mixture was stirred for 1 h and was partitioned between methylene chloride and 1N HCl. The organic layer was washed (1N HCl (twice), brine), dried (MgSO4) and evaporated. The residue was triturated with ethe... Starting materials: FC1=C(C=CC(=C1)O)C(C)=O (1-(2-fluoro-4-hydroxy-phenyl)-ethanone), O1CCCC=C1 (3,4-dihydro-2H-pyran), C1(=CC=C(C=C1)S(=O)(=O)[O-])C.[NH+]1=CC=CC=C1 (pyridinium p-toluenesulfonate). Run in C(Cl)Cl (CH2Cl2). The product is FC1=C(C=CC(=C1)OC1OCCCC1)C(C)=O (1-[2-Fluoro-4-(tetrahydro-pyran-2-yloxy)-phenyl]-ethanone). Isolated yield 74.0%. As a reaction SMILES: [F:1][C:2]1[CH:7]=[C:6]([OH:8])[CH:5]=[CH:4][C:3]=1[C:9](=[O:11])[CH3:10].[O:12]1[CH:17]=[CH:16][CH2:15][CH2:14][CH2:13]1.C1(C)C=CC(S([O-])(=O)=O)=CC=1.[NH+]1C=CC=CC=1>C(Cl)Cl>[F:1][C:2]1[CH:7]=[C:6]([O:8][CH:13]2[CH2:14][CH2:15][CH2:16][CH2:17][O:12]2)[CH:5]=[CH:4][C:3]=1[C:9](=[O:11])[CH3:10] |f:2.3|. Procedure details: A solution of 1-(2-fluoro-4-hydroxy-phenyl)-ethanone (130 mmol), 3,4-dihydro-2H-pyran (260 mmol) and a catalytic amount of pyridinium p-toluenesulfonate in CH2Cl2 (200 mL) was left overnight at room temperature. The organic phase was washed with 1 N NaOH (aq) (1×50 mL) and dried (K2CO3). Evaporation in vacuo gave a brown oil, that was purified by vacuum distillation. The desired product was isolated as clear oil in 74% yield: bp: 130-140 ° C./0.05 mbar. 1H-NMR (CDCl3) δ 7.86 (t, 1H), 6.87 (dd, 1...